Dataset: the Open Reaction Database (ORD), a public repository of structured organic reaction records. Task: describe an organic reaction: reactants, conditions, products, and yield Reactants: C(C)N1C(=O)N(C=2N=CNC2C1=O)CC (1,3-diethylxanthine), ClCCCCC(C)=O (1-chloro-hexan-5-one). Yields the product C(C)N1C(=O)N(C=2N=CN(C2C1=O)CCCCC(C)=O)CC (1,3-Diethyl-7-(5-oxohexyl)xanthine). Reaction SMILES: [CH2:1]([N:3]1[C:12](=[O:13])[C:11]2[NH:10][CH:9]=[N:8][C:7]=2[N:6]([CH2:14][CH3:15])[C:4]1=[O:5])[CH3:2].Cl[CH2:17][CH2:18][CH2:19][CH2:20][C:21](=[O:23])[CH3:22]>>[CH2:1]([N:3]1[C:12](=[O:13])[C:11]2[N:10]([CH2:17][CH2:18][CH2:19][CH2:20][C:21](=[O:23])[CH3:22])[CH:9]=[N:8][C:7]=2[N:6]([CH2:14][CH3:15])[C:4]1=[O:5])[CH3:2]. Procedure: 1,3-Diethyl-7-(5-oxohexyl)xanthine (melting point 68-69° C.) is prepared from 1,3-diethylxanthine and 1-chloro-hexan-5-one. Reactants: CC(=O)O (AcOH), [N+](#[C-])CC(=O)OCC (ethyl isocyanoacetate), C1CCC2=NCCCN2CC1 (DBU), N1C(=NC=C1)C=O (imidazole-2-carboxaldehyde). The solvent is O1CCOCC1 (dioxane). Conditions: time 5 day. Yields the product N=1C=CN2C=NC(=CC21)C(=O)OCC (Ethyl imidazo[1,2-c]pyrimidine-7-carboxylate). RXN SMILES: [NH:1]1[CH:5]=[CH:4][N:3]=[C:2]1[CH:6]=O.[N+:8]([CH2:10][C:11]([O:13][CH2:14][CH3:15])=[O:12])#[C-:9].C1CCN2C(=NCCC2)CC1.CC(O)=O>O1CCOCC1>[N:3]1[CH:4]=[CH:5][N:1]2[C:2]=1[CH:6]=[C:10]([C:11]([O:13][CH2:14][CH3:15])=[O:12])[N:8]=[CH:9]2. Procedure details: To a suspension of imidazole-2-carboxaldehyde (2.3 g, 23.4 mmol) in 50 mL dioxane is added to ethyl isocyanoacetate (2.9 g, 25.8 mmol) and DBU (3.9 g, 25.8 mmol). After stirring at RT for 5 days, the reaction is neutralized with 10% AcOH. The solvent is removed in vacuo. The residue is taken up in EtOAc/H2O, the aqueous layer is extracted with CHCl3, dried (MgSO4), filtered and concentrated. The residue is purified by chromatography (Biotage 40M, eluting with 5% MeOH/EtOAc). Ethyl imidazo[1,2-c]... Starting materials: ClC1=CC(=C(C=C1)O)C (4-chloro-2-methylphenol), [I-].[K+] (potassium iodide), BrCC(C(C)(C)C)=O (bromopinacolone), C([O-])([O-])=O.[K+].[K+] (potassium carbonate), 2g. Isolated yield 79.1%. The solvent is CC(=O)C (acetone). As a reaction SMILES: [Cl:1][C:2]1[CH:7]=[CH:6][C:5]([OH:8])=[C:4]([CH3:9])[CH:3]=1.C(=O)([O-])[O-].[K+].[K+].[I-].[K+].Br[CH2:19][C:20](=[O:25])[C:21]([CH3:24])([CH3:23])[CH3:22]>CC(C)=O>[CH3:9][C:4]1[CH:3]=[C:2]([Cl:1])[CH:7]=[CH:6][C:5]=1[O:8][CH2:19][C:20](=[O:25])[C:21]([CH3:24])([CH3:23])[CH3:22] |f:1.2.3,4.5|. Reported procedure: 283 g (2 mols) of 4-chloro-2-methylphenol, 300 g of potassium carbonate and 2g of potassium iodide are suspended in 2 l of anhydrous acetone and the mixture is heated to the boil. 359 g (2 mols) of bromopinacolone are then gradually added dropwise while stirring and the reaction mixture is heated for 5 hours under reflux. Thereafter, first the solvent and then the ketone are distilled off under reduced pressure. 381 g (79% of theory) of 1-(2-methyl-4-chlorophenoxy)-3,3-dimethyl-butan-2-one of bo... Yields the product CC1=C(OCC(C(C)(C)C)=O)C=CC(=C1)Cl (1-(2-methyl-4-chlorophenoxy)-3,3-dimethyl-butan-2-one).